This data is from the Open Reaction Database (ORD), a public repository of structured organic reaction records. The task is: describe an organic reaction: reactants, conditions, products, and yield Reactants: O[C@@H]1[C@@H]([C@@H]([C@]2(CC=3C(OC(C3C)=O)=CC2=C1)C)C)OC(CC)=O ((4aR,5R,6R,7S)-7-Hydroxy-6-propionyloxy-4a,5,6,7-tetrahydro-3,4a,5-trimethylnaphtho[2,3-b]furan-2(4H)-one), N1=CC=CC=C1 (pyridine), C1(CC1)C(=O)Cl (cyclopropanecarbonyl chloride). Run at temperature 25 celsius, time 30 minute. The product is C1(CC1)C(=O)O[C@@H]1[C@@H]([C@@H]([C@]2(CC=3C(OC(C3C)=O)=CC2=C1)C)C)OC(CC)=O ((4aR,5R,6R,7S)-7-Cyclopropylcarbonyloxy-6-propionyloxy-4a,5,6,7-tetrahydro-3,4a,5-trimethylnaphtho[2,3-b]furan-2(4H)-one). Yield: 95.3%. Reaction SMILES: [OH:1][C@H:2]1[CH:16]=[C:15]2[C@:5]([CH3:17])([CH2:6][C:7]3[C:8](=[CH:14]2)[O:9][C:10](=[O:13])[C:11]=3[CH3:12])[C@@H:4]([CH3:18])[C@H:3]1[O:19][C:20](=[O:23])[CH2:21][CH3:22].N1C=CC=CC=1.[CH:30]1([C:33](Cl)=[O:34])[CH2:32][CH2:31]1>>[CH:30]1([C:33]([O:1][C@H:2]2[CH:16]=[C:15]3[C@:5]([CH3:17])([CH2:6][C:7]4[C:8](=[CH:14]3)[O:9][C:10](=[O:13])[C:11]=4[CH3:12])[C@@H:4]([CH3:18])[C@H:3]2[O:19][C:20](=[O:23])[CH2:21][CH3:22])=[O:34])[CH2:32][CH2:31]1. Procedure: The title compound (70 mg, 96%) was prepared in the same manner as in Example A3, except that the compound (60 mg, 0.19 mmol) prepared in Example A2, anhydrous pyridine (151 μl, 1.87 mmol), and cyclopropanecarbonyl chloride (68 μl, 0.75 mmol) were stirred at 25° C. for 30 min and the purification was performed by column chromatography on silica gel (toluene:ethyl acetate=20:1). Starting materials: FC(C(=O)O)(F)F (Trifluoroacetic acid), C(C)(=O)O.C(C)(=O)O.IC=1C=NC=CC1 (3-iodopyridine diacetate), C1(=CC=CC=C1)OC (anisole). Run in ClCCl (dichloromethane). Reaction conditions: time 0.5 hour. Product: FC(C(=O)[O-])(F)F.COC1=CC=C(C=C1)[I+]C=1C=NC=CC1 ((4-Methoxyphenyl)pyridin-3-yl-iodonium trifluoroacetate). Isolated yield 52.0%. As a reaction SMILES: [F:1][C:2]([F:7])([F:6])[C:3]([OH:5])=[O:4].C(O)(=O)C.C(O)(=O)C.[I:16][C:17]1[CH:18]=[N:19][CH:20]=[CH:21][CH:22]=1.[C:23]1([O:29][CH3:30])[CH:28]=[CH:27][CH:26]=[CH:25][CH:24]=1>ClCCl>[F:1][C:2]([F:7])([F:6])[C:3]([O-:5])=[O:4].[CH3:30][O:29][C:23]1[CH:28]=[CH:27][C:26]([I+:16][C:17]2[CH:18]=[N:19][CH:20]=[CH:21][CH:22]=2)=[CH:25][CH:24]=1 |f:1.2.3,6.7|. Procedure: Trifluoroacetic acid (0.15 mL, 2 mmol) was added dropwise to a stirred solution of 3-iodopyridine diacetate (0.23 g, 1 mmol) in dichloromethane at −40° C. and stirred for 0.5 h when the solution was allowed to warm to room temperature for 1 h after which time it was re-cooled to −40° C. and anisole (0.11 mL, 1 mmol) added dropwise and the reaction mixture allowed to warm to room temperature overnight. The reaction mixture was concentrated in vacuo to give a light brown oil. Crystallisation gave ... Starting materials: BrCCBr, [H-], [Na+], C1CCOC1, O, CCOC(=O)c1c[nH]c(C(=O)OCC)c1. The product is CCOC(=O)c1cc(C(=O)OCC)n(CCBr)c1. Reaction SMILES: [Br:18][CH2:19][CH2:20][Br:21].[H-:17].[Na+:16].[O:23]1[CH2:24][CH2:25][CH2:26][CH2:27]1.[OH2:22].[nH:1]1[c:2]([C:11](=[O:12])[O:13][CH2:14][CH3:15])[cH:3][c:4]([C:6](=[O:7])[O:8][CH2:9][CH3:10])[cH:5]1>>[n:1]1([CH2:20][CH2:19][Br:18])[c:2]([C:11](=[O:12])[O:13][CH2:14][CH3:15])[cH:3][c:4]([C:6](=[O:7])[O:8][CH2:9][CH3:10])[cH:5]1. The reactants are ClCCl, COc1ccc(CNc2nccc3ccccc23)cc1, COc1ccc(CNc2nc(-c3cccc(OC)c3)cc3ccc(N(C)C)cc23)cc1, [Na+], O=C([O-])O, O=C(O)C(F)(F)F. The product is Nc1nccc2ccccc12. Reaction SMILES: [CH2:64]([Cl:65])[Cl:66].[CH3:1][O:2][c:3]1[cH:4][cH:5][c:6]([CH2:7][NH:8][c:9]2[n:10][cH:11][cH:12][c:13]3[cH:14][cH:15][cH:16][cH:17][c:18]23)[cH:19][cH:20]1.[CH3:21][O:22][c:23]1[cH:24][cH:25][c:26]([CH2:27][NH:28][c:29]2[c:30]3[c:31]([cH:32][cH:33][c:34]([N:35]([CH3:36])[CH3:37])[cH:38]3)[cH:39][c:40](-[c:41]3[cH:42][cH:43][cH:44][c:45]([O:46][CH3:47])[cH:48]3)[n:49]2)[cH:50][cH:51]1.[Na+:63].[O-:59][C:60]([OH:61])=[O:62].[OH:52][C:53]([C:54]([F:55])([F:56])[F:57])=[O:58]>>[NH2:8][c:9]1[n:10][cH:11][cH:12][c:13]2[cH:14][cH:15][cH:16][cH:17][c:18]12. RXN SMILES: CNN.[Si:4]([O:11][CH2:12][CH:13]([O:24][N:25]1C(=O)C2=CC=CC=C2C1=O)[CH2:14][CH2:15][P:16](=[O:23])([O:20][CH2:21][CH3:22])[O:17][CH2:18][CH3:19])([C:7]([CH3:10])([CH3:9])[CH3:8])([CH3:6])[CH3:5]>ClCCl>[Si:4]([O:11][CH2:12][CH:13]([O:24][NH2:25])[CH2:14][CH2:15][P:16](=[O:23])([O:20][CH2:21][CH3:22])[O:17][CH2:18][CH3:19])([C:7]([CH3:9])([CH3:8])[CH3:10])([CH3:6])[CH3:5]. Product: [Si](C)(C)(C(C)(C)C)OCC(CCP(OCC)(OCC)=O)ON (Diethyl [4-(t-butyldimethylsilyloxy)-3-(aminooxy)-butyl]phosphonate), oil. Procedure details: Methylhydrazine (0.97 ml, 18 mmol) was added to a solution of diethyl [4-(t-butyldimethylsilyloxy)-3-(phthalimidooxy)butyl]phosphonate (5.9 g, 12 mmol) in dichloromethane (40 ml). A white solid separated after a few minutes. The mixture was stirred overnight, filtered, the solvent evaporated and the residue chromatographed on silica gel using dichloromethane-methanol (98:2) as eluant. The title compound was obtained as a colorless oil (3.05 g, 70%). IR: υmax (film). 3320, 2970, 2940, 2860, 1595,... Run in ClCCl (dichloromethane). Run at time 8 hour. Starting materials: CNN (Methylhydrazine), [Si](C)(C)(C(C)(C)C)OCC(CCP(OCC)(OCC)=O)ON1C(C=2C(C1=O)=CC=CC2)=O (diethyl [4-(t-butyldimethylsilyloxy)-3-(phthalimidooxy)butyl]phosphonate). Isolated yield 70.0%.